From a dataset of the Open Reaction Database (ORD), a public repository of structured organic reaction records. describe an organic reaction: reactants, conditions, products, and yield The reactants are C(C)(=O)C=1C=NC=CC1 (3-acetylpyridine), COC(C)(N(C)C)OC (dimethylacetamide dimethylacetal). Product: CN(C(=CC(=O)C=1C=NC=CC1)C)C (3-(Dimethylamino)-1-(3-pyridinyl)-2-buten-1-one). As a reaction SMILES: [C:1]([C:4]1[CH:5]=[N:6][CH:7]=[CH:8][CH:9]=1)(=[O:3])[CH3:2].CO[C:12](OC)([N:14]([CH3:16])[CH3:15])[CH3:13]>>[CH3:15][N:14]([CH3:16])[C:12]([CH3:13])=[CH:2][C:1]([C:4]1[CH:5]=[N:6][CH:7]=[CH:8][CH:9]=1)=[O:3]. Reported procedure: A mixture of 40.0 g of 3-acetylpyridine and 50.0 ml of dimethylacetamide dimethylacetal was heated on a steam bath for 6 hours under argon. The volatile components were then removed in vacuo and hexane was added to the resultant thick syrup to crystallize the product. Filtration gave 33.5 g of the desired product as red-brown crystals, mp 62°-64° C. The reactants are NC(CS(=O)(=O)C1=CC=CC=C1)=NNC(C1=C(C=CC=C1)F)=O (2-fluoro-benzoic acid (1-amino-2-benzenesulfonyl-ethylidene)-hydrazide). Solvent: C(C)O (ethanol). Run at time 8 hour. Yields the product C1(=CC=CC=C1)S(=O)(=O)CC1=NNC(=N1)C1=C(C=CC=C1)F (3-benzenesulfonylmethyl-5-(2-fluoro-phenyl)-1H-[1,2,4]triazole). Isolated yield 85.5%. As a reaction SMILES: [NH2:1][C:2](=[N:13][NH:14][C:15](=O)[C:16]1[CH:21]=[CH:20][CH:19]=[CH:18][C:17]=1[F:22])[CH2:3][S:4]([C:7]1[CH:12]=[CH:11][CH:10]=[CH:9][CH:8]=1)(=[O:6])=[O:5]>C(O)C>[C:7]1([S:4]([CH2:3][C:2]2[N:1]=[C:15]([C:16]3[CH:21]=[CH:20][CH:19]=[CH:18][C:17]=3[F:22])[NH:14][N:13]=2)(=[O:6])=[O:5])[CH:12]=[CH:11][CH:10]=[CH:9][CH:8]=1. Procedure: 14 g (0.042 mol) 2-fluoro-benzoic acid (1-amino-2-benzenesulfonyl-ethylidene)-hydrazide were heated at 210° C. for 20 minutes. The molten mass was then cooled, dissolved in 40 ml hot ethanol and stirred overnight at room temperature. The precipitated crystals were filtered off and dried to yield 11.4 g (86%) 3-benzenesulfonylmethyl-5-(2-fluoro-phenyl)-1H-[1,2,4]triazole as beige solid, MS m/e (%): 317 (M+, 2), 253(68), 176(100), 122(61). Starting materials: BrC1=CC=C(C=C1)C1CCCC=2N1C=NC2 (5-(p-bromophenyl)-5,6,7,8-tetrahydroimidazo[1,5-a]pyridine), cuprous cyanide, CN(C=O)C (N,N-dimethylformamide). Run in O (water). The product is C(#N)C1=CC=C(C=C1)C1CCCC=2N1C=NC2 (5-(p-Cyanophenyl)-5,6,7,8-tetrahydroimidazo[1,5-a]pyridine). RXN SMILES: Br[C:2]1[CH:7]=[CH:6][C:5]([CH:8]2[N:13]3[CH:14]=[N:15][CH:16]=[C:12]3[CH2:11][CH2:10][CH2:9]2)=[CH:4][CH:3]=1.[CH3:17][N:18](C)C=O>O>[C:17]([C:2]1[CH:7]=[CH:6][C:5]([CH:8]2[N:13]3[CH:14]=[N:15][CH:16]=[C:12]3[CH2:11][CH2:10][CH2:9]2)=[CH:4][CH:3]=1)#[N:18]. Procedure: A mixture of 85 mg of 5-(p-bromophenyl)-5,6,7,8-tetrahydroimidazo[1,5-a]pyridine and 74 mg of cuprous cyanide in 1 ml of N,N-dimethylformamide is heated under nitrogen at 120° for 11 h. The reaction mixture is cooled, diluted with 10 ml of water and extracted with ethyl acetate. The organic extracts are dried over sodium sulfate and evaporated. The resulting oil is chromatographed on silica gel with ethyl acetate to yield the title compound, m.p. 117°-118°. The reactants are CC(C)(C)C(=O)NCC(C(=O)N1CCC(=C2c3ccccc3C=Cc3ccccc32)CC1)N(C(=O)[O-])C(C)(C)C, CCOC(C)=O, CCOC(C)=O, Cl. Yields the product Cl, CC(C)(C)C(=O)NCC(N)C(=O)N1CCC(=C2c3ccccc3C=Cc3ccccc32)CC1. Reaction SMILES: [C:1]([N:5]([C:2](=[O:3])[O-:4])[CH:9]([C:10](=[O:11])[N:12]1[CH2:13][CH2:14][C:15](=[C:18]2[c:19]3[c:20]([cH:29][cH:30][cH:31][cH:32]3)[CH:21]=[CH:22][c:23]3[c:24]2[cH:25][cH:26][cH:27][cH:28]3)[CH2:16][CH2:17]1)[CH2:33][NH:34][C:35]([C:36]([CH3:37])([CH3:38])[CH3:39])=[O:40])([CH3:6])([CH3:7])[CH3:8].[C:41]([O:42][CH2:43][CH3:44])(=[O:45])[CH3:46].[CH3:48][CH2:49][O:50][C:51](=[O:52])[CH3:53].[ClH:47]>>[ClH:47].[NH2:5][CH:9]([C:10](=[O:11])[N:12]1[CH2:13][CH2:14][C:15](=[C:18]2[c:19]3[c:20]([cH:29][cH:30][cH:31][cH:32]3)[CH:21]=[CH:22][c:23]3[c:24]2[cH:25][cH:26][cH:27][cH:28]3)[CH2:16][CH2:17]1)[CH2:33][NH:34][C:35]([C:36]([CH3:37])([CH3:38])[CH3:39])=[O:40]. Starting materials: FC1=C2CCNC2=CC(=C1)F (4,6-difluoroindoline), BrN1C(CCC1=O)=O (N-bromosuccinimide). Run in C(C)#N (acetonitrile). Run at time 30 minute. Product: BrC=1C(=C2CCNC2=CC1F)F (5-bromo-4,6-difluoroindoline). Yield: 83.0%. Reaction SMILES: [F:1][C:2]1[CH:10]=[C:9]([F:11])[CH:8]=[C:7]2[C:3]=1[CH2:4][CH2:5][NH:6]2.[Br:12]N1C(=O)CCC1=O>C(#N)C>[Br:12][C:10]1[C:2]([F:1])=[C:3]2[C:7](=[CH:8][C:9]=1[F:11])[NH:6][CH2:5][CH2:4]2. Procedure: To a solution of 4,6-difluoroindoline (4.6 g, 29.8 mmol) in acetonitrile (50 mL) was added a solution of N-bromosuccinimide (3.68 g, 20.6 mmol) acetonitrile (30 mL) at 0° C. dropwise. The reaction was stirred for 30 minutes and quenched with saturated aqueous sodium bicarbonate solution and diluted with ethyl acetate. The layers were separated and the organic phases were dried over sodium sulfate, filtered and concentrated in vacuo. The residue was purified by flash chromatography (0-60% ethyl a...